Task: describe an organic reaction: reactants, conditions, products, and yield. Dataset: the Open Reaction Database (ORD), a public repository of structured organic reaction records The reactants are CCOC(=O)c1cnc2[nH]c(-c3cc(OCc4ccccc4)ccc3OC(C)C)nc2c1, CCO, Cl, [Na+], [OH-]. The product is CC(C)Oc1ccc(OCc2ccccc2)cc1-c1nc2cc(C(=O)O)cnc2[nH]1. Reaction SMILES: [CH2:1]([c:2]1[cH:3][cH:4][cH:5][cH:6][cH:7]1)[O:8][c:9]1[cH:10][cH:11][c:12]([O:29][CH:30]([CH3:31])[CH3:32])[c:13](-[c:15]2[n:16][c:17]3[c:18]([n:19][cH:20][c:21]([C:23](=[O:24])[O:25][CH2:26][CH3:27])[cH:22]3)[nH:28]2)[cH:14]1.[CH3:36][CH2:37][OH:38].[ClH:35].[Na+:34].[OH-:33]>>[CH2:1]([c:2]1[cH:3][cH:4][cH:5][cH:6][cH:7]1)[O:8][c:9]1[cH:10][cH:11][c:12]([O:29][CH:30]([CH3:31])[CH3:32])[c:13](-[c:15]2[n:16][c:17]3[c:18]([n:19][cH:20][c:21]([C:23](=[O:24])[OH:25])[cH:22]3)[nH:28]2)[cH:14]1. Starting materials: Intermediate 223, C(C1=CC=CC=C1)(=O)Cl (benzoyl chloride), C(C)(C)(C)OC(COC1=C(C=C(C=C1)Cl)C#CC1=CC=C(C=C1)N)=O (tert-butyl{2-[(4-aminophenyl)ethynyl]-4-chlorophenoxy}acetate), C(C)(C)(C)OC(COC1=C(C=C(C=C1)Cl)C#CC1=CC=C(C=C1)N)=O (tert-butyl{2-[(4-aminophenyl)ethynyl]-4-chlorophenoxy}acetate). Reaction SMILES: [C:1]([O:5][C:6](=[O:25])[CH2:7][O:8][C:9]1[CH:14]=[CH:13][C:12]([Cl:15])=[CH:11][C:10]=1[C:16]#[C:17][C:18]1[CH:23]=[CH:22][C:21]([NH2:24])=[CH:20][CH:19]=1)([CH3:4])([CH3:3])[CH3:2].[C:26](Cl)(=[O:33])[C:27]1[CH:32]=[CH:31][CH:30]=[CH:29][CH:28]=1>>[C:1]([O:5][C:6](=[O:25])[CH2:7][O:8][C:9]1[CH:14]=[CH:13][C:12]([Cl:15])=[CH:11][C:10]=1[C:16]#[C:17][C:18]1[CH:19]=[CH:20][C:21]([NH:24][C:26](=[O:33])[C:27]2[CH:32]=[CH:31][CH:30]=[CH:29][CH:28]=2)=[CH:22][CH:23]=1)([CH3:4])([CH3:2])[CH3:3]. Reported procedure: Following the general method as outlined in Intermediate 223, starting from tert-butyl{2-[(4-aminophenyl)ethynyl]-4-chlorophenoxy}acetate (Intermediate 222) and benzoyl chloride, the title compound was obtained after purification by flash column chromatography (silica), eluting with cyclohexane containing increasing amounts of EtOAc. Product: C(C)(C)(C)OC(COC1=C(C=C(C=C1)Cl)C#CC1=CC=C(C=C1)NC(C1=CC=CC=C1)=O)=O (tert-butyl(2-{[4-(benzoylamino)phenyl]ethynyl}-4-chlorophenoxy)acetate). Starting materials: C(C)(C)(C)OC(CCCNC(C#N)CN([C@@H](C)C(=O)OC)C(=O)OCC1=CC=CC=C1)=O (4-[({[benzyloxycarbonyl-((S)-1-methoxycarbonyl-ethyl)-amino]-methyl}-cyano-methyl)-amino]-butyric acid tert-butyl ester), O.[OH-].[Li+] (lithium hydroxide monohydrate), CCN=C=NCCCN(C)C (EDCI), C=1C=CC2=C(C1)N=NN2O (HOBT). Run in C1CCOC1 (THF), O (water). Run at time 16 hour. Product: C(C1=CC=CC=C1)OC(=O)N1[C@H](C(N(C(C1)C#N)CCCC(=O)OC(C)(C)C)=O)C ((S)-4-(3-tert-Butoxycarbonyl-propyl)-5-cyano-2-methyl-3-oxo-piperazine-1-carboxylic acid benzyl ester). Isolated yield 78.0%. RXN SMILES: [C:1]([O:5][C:6](=[O:32])[CH2:7][CH2:8][CH2:9][NH:10][CH:11]([CH2:14][N:15]([C:22]([O:24][CH2:25][C:26]1[CH:31]=[CH:30][CH:29]=[CH:28][CH:27]=1)=[O:23])[C@H:16]([C:18](OC)=[O:19])[CH3:17])[C:12]#[N:13])([CH3:4])([CH3:3])[CH3:2].O.[OH-].[Li+].CCN=C=NCCCN(C)C.C1C=CC2N(O)N=NC=2C=1>C1COCC1.O>[CH2:25]([O:24][C:22]([N:15]1[CH2:14][CH:11]([C:12]#[N:13])[N:10]([CH2:9][CH2:8][CH2:7][C:6]([O:5][C:1]([CH3:4])([CH3:3])[CH3:2])=[O:32])[C:18](=[O:19])[C@@H:16]1[CH3:17])=[O:23])[C:26]1[CH:27]=[CH:28][CH:29]=[CH:30][CH:31]=1 |f:1.2.3|. Reported procedure: To 1.0 g (2 mmol) of 4-[({[benzyloxycarbonyl-((S)-1-methoxycarbonyl-ethyl)-amino]-methyl}-cyano-methyl)-amino]-butyric acid tert-butyl ester in 2 ml of THF was added 0.1 g (2 mmol) of lithium hydroxide monohydrate in 0.5 ml of water. The reaction was stirred for 16 h after which time it was evaporated to dryness. The residue was redissolved in 2 ml of DMF and 0.5 g (2 mmol) of EDCI and 0.3 g (2 mmol) of HOBT was added and the mixture stirred for 2 h. The reaction was then evaporated, the residue... Starting materials: O=C([O-])[O-], CCI, [K+], [K+], OCCC1CCNCC1, CN(C)C=O. The product is CCN1CCC(CCO)CC1. Reaction SMILES: [C:10](=[O:11])([O-:12])[O-:13].[I:16][CH2:17][CH3:18].[K+:14].[K+:15].[NH:1]1[CH2:2][CH2:3][CH:4]([CH2:7][CH2:8][OH:9])[CH2:5][CH2:6]1.[O:19]=[CH:20][N:21]([CH3:22])[CH3:23]>>[N:1]1([CH2:17][CH3:18])[CH2:2][CH2:3][CH:4]([CH2:7][CH2:8][OH:9])[CH2:5][CH2:6]1.